Dataset: the Open Reaction Database (ORD), a public repository of structured organic reaction records. Task: describe an organic reaction: reactants, conditions, products, and yield Starting materials: ClC=1C=CC(=C(C1)B1OC(C(O1)(C)C)(C)C)OCC1=CC=CC=C1 (2-[5-Chloro-2-(phenylmethoxy)phenyl]-4,4,5,5-tetramethyl-1,3,2-dioxaborolane). The reagents and catalysts are [Pd] (palladium on activated carbon). Solvent: C(C)O (ethanol). Reaction conditions: time 30 minute. The product is ClC1=CC(=C(C=C1)O)B1OC(C(O1)(C)C)(C)C (4-Chloro-2-(4,4,5,5-tetramethyl-1,3,2-dioxaborolan-2-yl)phenol). As a reaction SMILES: [Cl:1][C:2]1[CH:3]=[CH:4][C:5]([O:17]CC2C=CC=CC=2)=[C:6]([B:8]2[O:12][C:11]([CH3:14])([CH3:13])[C:10]([CH3:16])([CH3:15])[O:9]2)[CH:7]=1>C(O)C.[Pd]>[Cl:1][C:2]1[CH:3]=[CH:4][C:5]([OH:17])=[C:6]([B:8]2[O:12][C:11]([CH3:14])([CH3:13])[C:10]([CH3:16])([CH3:15])[O:9]2)[CH:7]=1. Procedure: The product from step d) was dissolved in ethanol (100 ml) and treated with palladium on activated carbon (5%), the suspension was stirred for 30 min under hydrogen (1 bar). The mixture was then filtered, and the filtrate was concentrated in vacuo to give the subtitle compound (4.2 g). Reactants: C[Mg+].[Br-] (CH3MgBr), C(#N)C=1C=CC(=C2C=CNC12)F (7-cyano-4-fluoroindole), C1CCOC1 (THF). Conditions: temperature -18 celsius, time 10 minute. Product: C(C)(=O)C=1C=CC(=C2C=CNC12)F (7-acetyl-4-fluoroindole). Yield: 59.0%. RXN SMILES: [CH3:1][Mg+].[Br-].C(C1C=C[C:9]([F:15])=[C:10]2[C:14]=1[NH:13][CH:12]=[CH:11]2)#N.[CH2:16]1[CH2:20][O:19][CH2:18][CH2:17]1>>[C:18]([C:17]1[CH:16]=[CH:20][C:9]([F:15])=[C:10]2[C:14]=1[NH:13][CH:12]=[CH:11]2)(=[O:19])[CH3:1] |f:0.1|. Reported procedure: To an oven dried 250 ml flask was charged with CH3MgBr (16.7 ml, 50 mmol, 3 M in Et2O) at r.t. under N2. It was then cooled down to −18° C. in a NaCl/ice bath, and 7-cyano-4-fluoroindole (2.0 g, 12.5 mmol) in dry THF (100 ml) was added dropwise using an addition funnel over 45 min. After 10 min, the reaction mixture was allowed to warm to r.t., and stirred for 2 hr. The reaction was slowly quenched with 5% sulfuric acid and the mixture stirred for 10 min. The reaction mixture was concentrated in...